This data is from the Open Reaction Database (ORD), a public repository of structured organic reaction records. The task is: describe an organic reaction: reactants, conditions, products, and yield The reactants are CCO, O=CC(F)(F)F, NNC1CCN(C(=O)OCc2ccccc2)CC1, O. Yields the product O=C(OCc1ccccc1)N1CCC(NN=CC(F)(F)F)CC1. Reaction SMILES: [CH3:26][CH2:27][OH:28].[F:20][C:21]([CH:22]=[O:23])([F:24])[F:25].[NH:1]([NH2:2])[CH:3]1[CH2:4][CH2:5][N:6]([C:9](=[O:10])[O:11][CH2:12][c:13]2[cH:14][cH:15][cH:16][cH:17][cH:18]2)[CH2:7][CH2:8]1.[OH2:19]>>[NH:1]([N:2]=[CH:22][C:21]([F:20])([F:24])[F:25])[CH:3]1[CH2:4][CH2:5][N:6]([C:9](=[O:10])[O:11][CH2:12][c:13]2[cH:14][cH:15][cH:16][cH:17][cH:18]2)[CH2:7][CH2:8]1. The reactants are OCn1cc(Br)c(C(F)(F)F)n1, ClCCl, O=S(Cl)Cl. Yields the product FC(F)(F)c1nn(CCl)cc1Br. Reaction SMILES: [Br:1][c:2]1[c:3]([C:9]([F:10])([F:11])[F:12])[n:4][n:5]([CH2:7][OH:8])[cH:6]1.[Cl:17][CH2:18][Cl:19].[S:13]([Cl:14])([Cl:15])=[O:16]>>[Br:1][c:2]1[c:3]([C:9]([F:10])([F:11])[F:12])[n:4][n:5]([CH2:7][Cl:15])[cH:6]1. Reactants: CSc1ncc2ccc(Br)n2n1, CC(=O)[O-], CC(=O)[O-], CC1(C)OB(c2cccc(CCC#N)c2)OC1(C)C, CCOCC, CN(C)C=O, [Na+], [Na+], O=C([O-])[O-], O, [Pd+2], c1ccc(P(c2ccccc2)c2ccccc2)cc1. Reaction SMILES: [Br:20][c:21]1[cH:22][cH:23][c:24]2[cH:25][n:26][c:27]([S:30][CH3:31])[n:28][n:29]12.[C:58]([O-:59])(=[O:60])[CH3:61].[C:63]([O-:64])(=[O:65])[CH3:66].[CH3:32][C:33]1([CH3:34])[C:35]([CH3:36])([CH3:37])[O:38][B:39]([c:40]2[cH:41][c:42]([CH2:46][CH2:47][C:48]#[N:49])[cH:43][cH:44][cH:45]2)[O:50]1.[CH3:67][CH2:68][O:69][CH2:70][CH3:71].[CH3:72][N:73]([CH3:74])[CH:75]=[O:76].[Na+:51].[Na+:52].[O-:53][C:54](=[O:55])[O-:56].[OH2:57].[Pd+2:62].[c:1]1([P:2]([c:3]2[cH:4][cH:5][cH:6][cH:7][cH:8]2)[c:9]2[cH:10][cH:11][cH:12][cH:13][cH:14]2)[cH:15][cH:16][cH:17][cH:18][cH:19]1>>[c:21]1(-[c:40]2[cH:41][c:42]([CH2:46][CH2:47][C:48]#[N:49])[cH:43][cH:44][cH:45]2)[cH:22][cH:23][c:24]2[cH:25][n:26][c:27]([S:30][CH3:31])[n:28][n:29]12. Yields the product CSc1ncc2ccc(-c3cccc(CCC#N)c3)n2n1. The reactants are S(=O)(Cl)Cl (thionyl chloride), CN(C=O)C (N,N-dimethylformamide), ClC=1C=C(C=CC1)C1=CC=CC(=N1)CO ([6-(3-Chloro-phenyl)-pyridin-2-yl]-methanol). Run in ClCCl (dichloromethane). Reaction conditions: temperature 0 celsius, time 3 hour. Yields the product ClCC1=NC(=CC=C1)C1=CC(=CC=C1)Cl (2-Chloromethyl-6-(3-chloro-phenyl)-pyridine). As a reaction SMILES: S(Cl)([Cl:3])=O.CN(C)C=O.[Cl:10][C:11]1[CH:12]=[C:13]([C:17]2[N:22]=[C:21]([CH2:23]O)[CH:20]=[CH:19][CH:18]=2)[CH:14]=[CH:15][CH:16]=1>ClCCl>[Cl:3][CH2:23][C:21]1[CH:20]=[CH:19][CH:18]=[C:17]([C:13]2[CH:14]=[CH:15][CH:16]=[C:11]([Cl:10])[CH:12]=2)[N:22]=1. Procedure: 433 mg (0.264 ml, 3.64 mmol) thionyl chloride were added drop by drop at 0° C. to a solution of 0.2 ml N,N-dimethylformamide (DMF) and 400 mg (1.82 mmol) [6-(3-Chloro-phenyl)-pyridin-2-yl]-methanol in 25 ml dichloromethane and stirred for 3 h at 0° C. The mixture was poured on ice/sodium bicarbonate solution and the organic phase separated. The water phase is extracted with dichloromethane. The combined organic phases were washed with water, dried (sodium sulphate), evaporated and the obtained m... Starting materials: CON(C(C)=O)C (N-Methoxy-N-methyl-acetamide), BrC1=CC2=CC=C(C=C2C=C1)OC1CCC(CC1)C(C)(C)C (2-Bromo-6-(4-tert-butyl-cyclohexyloxy)-naphthalene), C(CCC)[Li] (n-Butyllithium), CCCCCC (hexane). Solvent: C1CCOC1 (THF), C1CCOC1 (THF). Conditions: temperature -78 celsius, time 15 minute. Product: C(C)(C)(C)C1CCC(CC1)OC=1C=C2C=CC(=CC2=CC1)C(C)=O (1-[6-(4-tert-Butyl-cyclohexyloxy)-naphthalen-2-yl]-ethanone). As a reaction SMILES: Br[C:2]1[CH:11]=[CH:10][C:9]2[C:4](=[CH:5][CH:6]=[C:7]([O:12][CH:13]3[CH2:18][CH2:17][CH:16]([C:19]([CH3:22])([CH3:21])[CH3:20])[CH2:15][CH2:14]3)[CH:8]=2)[CH:3]=1.C([Li])CCC.CCCCCC.CON(C)[C:37](=[O:39])[CH3:38]>C1COCC1>[C:19]([CH:16]1[CH2:15][CH2:14][CH:13]([O:12][C:7]2[CH:8]=[C:9]3[C:4](=[CH:5][CH:6]=2)[CH:3]=[C:2]([C:37](=[O:39])[CH3:38])[CH:11]=[CH:10]3)[CH2:18][CH2:17]1)([CH3:20])([CH3:21])[CH3:22]. Procedure: To a solution of 2-Bromo-6-(4-tert-butyl-cyclohexyloxy)-naphthalene (5 g, 0.01 mol) in 15 mL dry THF stirring at −78° C., was added 2.0 M of n-Butyllithium in hexane (8.3 mL, 0.017 mol) dropwise. The reaction was then stirred at −78° C. for 15 minutes, yellow color results. N-Methoxy-N-methyl-acetamide (1.6 mL, 0.015 mol) in 5 mL THF was then added dropwise while the reaction was stirred at −78° C. (r×n went colorless upon addition of B). Reaction was then quenched with water and extracted three... Run in O1CCOCC1 (dioxane), O (water), C(C)#N (acetonitrile). Product: BrC=1C(=NC(=NC1)NC1=CC(=CC=C1)SC)NC(C)C (5-Bromo-N4-isopropyl-N2-(3-methylsulphanylphenyl)pyrimidine-2,4-diamine). Conditions: temperature 50 celsius, time 24 hour. RXN SMILES: Cl.[Br:2][C:3]1[C:4]([NH:10][CH:11]([CH3:13])[CH3:12])=[N:5][C:6](Cl)=[N:7][CH:8]=1.[CH3:14][S:15][C:16]1[CH:17]=[C:18]([NH2:22])[CH:19]=[CH:20][CH:21]=1.C(=O)(O)[O-].[Na+]>O1CCOCC1.O.C(#N)C>[Br:2][C:3]1[C:4]([NH:10][CH:11]([CH3:13])[CH3:12])=[N:5][C:6]([NH:22][C:18]2[CH:19]=[CH:20][CH:21]=[C:16]([S:15][CH3:14])[CH:17]=2)=[N:7][CH:8]=1 |f:3.4|. Procedure details: 0.14 ml of a 4 molar solution of hydrogen chloride in dioxane and 0.17 ml of water are added to a solution of 0.152 g (0.61 mmol) of (5-bromo-2-chloropyrimidin-4-yl)-isopropylamine and 0.077 g (0.55 mmol) of 3-methylsulphanylphenylamine in 2 ml of acetonitrile, and the mixture is then stirred at 50° C. for 24 hours. After cooling, the mixture is added to saturated sodium bicarbonate solution. It is extracted with ethyl acetate. The combined organic phases are washed with saturated sodium chlorid... The reactants are solution, Cl (hydrogen chloride), BrC=1C(=NC(=NC1)Cl)NC(C)C ((5-bromo-2-chloropyrimidin-4-yl)-isopropylamine), CSC=1C=C(C=CC1)N (3-methylsulphanylphenylamine), C([O-])(O)=O.[Na+] (sodium bicarbonate).